This data is from the Open Reaction Database (ORD), a public repository of structured organic reaction records. The task is: describe an organic reaction: reactants, conditions, products, and yield The reactants are C(C1=CC=CC=C1)OC=1C=C(C=CC1)CCN (2-[3-benzyloxyphenyl]ethylamine), O (water), C([O-])([O-])=O.[K+].[K+] (potassium carbonate), C1(CCCCC1)C=CC(=O)Cl (3-cyclohexylpropenoyl chloride). Solvent: C(C)#N (acetonitrile), C(C)#N (acetonitrile). Run at time 1 hour. The product is C1(CCCCC1)C=CC(=O)NCCC1=CC(=CC=C1)OCC1=CC=CC=C1 (N-[3-Cyclohexylpropenoyl]-2[3-benzyloxyphenyl]ethylamine). As a reaction SMILES: [CH2:1]([O:8][C:9]1[CH:10]=[C:11]([CH2:15][CH2:16][NH2:17])[CH:12]=[CH:13][CH:14]=1)[C:2]1[CH:7]=[CH:6][CH:5]=[CH:4][CH:3]=1.C(=O)([O-])[O-].[K+].[K+].[CH:24]1([CH:30]=[CH:31][C:32](Cl)=[O:33])[CH2:29][CH2:28][CH2:27][CH2:26][CH2:25]1.O>C(#N)C>[CH:24]1([CH:30]=[CH:31][C:32]([NH:17][CH2:16][CH2:15][C:11]2[CH:12]=[CH:13][CH:14]=[C:9]([O:8][CH2:1][C:2]3[CH:3]=[CH:4][CH:5]=[CH:6][CH:7]=3)[CH:10]=2)=[O:33])[CH2:29][CH2:28][CH2:27][CH2:26][CH2:25]1 |f:1.2.3|. Procedure details: To a solution of 2-[3-benzyloxyphenyl]ethylamine (2.3 g) (prepared in a manner analogous to that described in Example 1E) in acetonitrile (25 cm3) was added powdered potassium carbonate (2.1 g) followed by 3-cyclohexylpropenoyl chloride (1.72 g) in acetonitrile (10 cm3) which was added over ten minutes. The resulting mixture was stirred for one hour and was then treated with water (40 cm3) and SVM (3 cm3) thereby causing the precipitation of an oil which solidified to give a pale tan solid after... Reactants: Oc1cccc(Br)c1, O=C1C(=O)N(Cc2ccc(C(F)(F)F)o2)c2ccccc21, Oc1ccc(OCc2ccccc2)cc1, O=C1C(=O)N(C(c2ccccc2)c2ccccc2)c2ccccc21. Product: O=C1N(C(c2ccccc2)c2ccccc2)c2ccccc2C1(O)c1cc(OCc2ccccc2)ccc1O. As a reaction SMILES: [Br:16][c:17]1[cH:18][c:19]([OH:20])[cH:21][cH:22][cH:23]1.[F:48][C:49]([F:50])([F:51])[c:52]1[o:53][c:54]([CH2:55][N:56]2[c:57]3[c:58]([cH:59][cH:60][cH:61][cH:62]3)[C:63](=[O:64])[C:65]2=[O:66])[cH:67][cH:68]1.[OH:1][c:2]1[cH:3][cH:4][c:5]([O:6][CH2:7][c:8]2[cH:9][cH:10][cH:11][cH:12][cH:13]2)[cH:14][cH:15]1.[c:24]1([CH:30]([N:31]2[C:32](=[O:41])[C:33](=[O:40])[c:34]3[cH:35][cH:36][cH:37][cH:38][c:39]32)[c:42]2[cH:43][cH:44][cH:45][cH:46][cH:47]2)[cH:25][cH:26][cH:27][cH:28][cH:29]1>>[OH:1][c:2]1[c:3]([C:33]2([OH:40])[C:32](=[O:41])[N:31]([CH:30]([c:24]3[cH:25][cH:26][cH:27][cH:28][cH:29]3)[c:42]3[cH:43][cH:44][cH:45][cH:46][cH:47]3)[c:39]3[c:34]2[cH:35][cH:36][cH:37][cH:38]3)[cH:4][c:5]([O:6][CH2:7][c:8]2[cH:9][cH:10][cH:11][cH:12][cH:13]2)[cH:14][cH:15]1.